Dataset: the Open Reaction Database (ORD), a public repository of structured organic reaction records. Task: describe an organic reaction: reactants, conditions, products, and yield Reactants: CCOC(=O)Oc1ccc([N+](=O)[O-])c(C(=O)O)c1, [K+], [OH-], O. Yields the product O=C(O)c1cc(O)ccc1[N+](=O)[O-]. As a reaction SMILES: [CH2:1]([O:2][C:3](=[O:4])[O:6][c:7]1[cH:8][cH:9][c:10]([N+:16](=[O:17])[O-:18])[c:11]([C:12](=[O:13])[OH:14])[cH:15]1)[CH3:5].[K+:20].[OH-:19].[OH2:21]>>[OH:6][c:7]1[cH:8][cH:9][c:10]([N+:16](=[O:17])[O-:18])[c:11]([C:12](=[O:13])[OH:14])[cH:15]1. The reactants are [Br-], c1cc2c(cc1CN1CCNCC1)OCO2, O=C(Cl)Oc1ccc(Oc2ccc(C(F)(F)F)cn2)cc1, [K+], O. Yields the product O=C(Oc1ccc(Oc2ccc(C(F)(F)F)cn2)cc1)N1CCN(Cc2ccc3c(c2)OCO3)CC1, Cl. RXN SMILES: [Br-:38].[CH2:22]([c:23]1[cH:24][c:25]2[c:29]([cH:30][cH:31]1)[O:28][CH2:27][O:26]2)[N:32]1[CH2:33][CH2:34][NH:35][CH2:36][CH2:37]1.[Cl:1][C:2](=[O:3])[O:4][c:5]1[cH:6][cH:7][c:8]([O:11][c:12]2[n:13][cH:14][c:15]([C:18]([F:19])([F:20])[F:21])[cH:16][cH:17]2)[cH:9][cH:10]1.[K+:39].[OH2:40]>>[C:2](=[O:3])([O:4][c:5]1[cH:6][cH:7][c:8]([O:11][c:12]2[n:13][cH:14][c:15]([C:18]([F:19])([F:20])[F:21])[cH:16][cH:17]2)[cH:9][cH:10]1)[N:35]1[CH2:34][CH2:33][N:32]([CH2:22][c:23]2[cH:24][c:25]3[c:29]([cH:30][cH:31]2)[O:28][CH2:27][O:26]3)[CH2:37][CH2:36]1.[ClH:1].